From a dataset of the Open Reaction Database (ORD), a public repository of structured organic reaction records. describe an organic reaction: reactants, conditions, products, and yield Reactants: BrB(Br)Br, O=C([O-])O, CCOC(C)=O, ClCCl, COc1ccc(Br)cc1C(C)(C)CC(O)(C=Nc1cccc2[nH]ncc12)C(F)(F)F, [Na+]. Yields the product COc1ccc(Br)c2c1C(C)(C)CC(O)(C(F)(F)F)C2Nc1cccc2[nH]ncc12. As a reaction SMILES: [B:31]([Br:32])([Br:33])[Br:34].[C:35](=[O:36])([OH:37])[O-:38].[CH3:40][CH2:41][O:42][C:43](=[O:44])[CH3:45].[Cl:46][CH2:47][Cl:48].[F:1][C:2]([C:3]([CH2:4][C:5]([CH3:6])([CH3:7])[c:8]1[c:9]([O:15][CH3:16])[cH:10][cH:11][c:12]([Br:14])[cH:13]1)([OH:17])[CH:18]=[N:19][c:20]1[c:21]2[cH:22][n:23][nH:24][c:25]2[cH:26][cH:27][cH:28]1)([F:29])[F:30].[Na+:39]>>[F:1][C:2]([C:3]1([OH:17])[CH2:4][C:5]([CH3:6])([CH3:7])[c:8]2[c:9]([O:15][CH3:16])[cH:10][cH:11][c:12]([Br:14])[c:13]2[CH:18]1[NH:19][c:20]1[c:21]2[cH:22][n:23][nH:24][c:25]2[cH:26][cH:27][cH:28]1)([F:29])[F:30].